Dataset: the Open Reaction Database (ORD), a public repository of structured organic reaction records. Task: describe an organic reaction: reactants, conditions, products, and yield The reactants are O=C([O-])[O-], CS(C)=O, CCOC(=O)c1ccc(Cl)nc1-c1ccc(F)cc1F, Cl, [Cs+], [Cs+], CC(C)(C)OC(=O)Nc1c(F)cccc1F. The product is CCOC(=O)c1ccc(N(C(=O)OC(C)(C)C)c2c(F)cccc2F)nc1-c1ccc(F)cc1F. As a reaction SMILES: [C:37](=[O:38])([O-:39])[O-:40].[CH3:44][S:45]([CH3:46])=[O:47].[Cl:1][c:2]1[n:3][c:4](-[c:13]2[c:14]([F:20])[cH:15][c:16]([F:19])[cH:17][cH:18]2)[c:5]([C:6](=[O:7])[O:8][CH2:9][CH3:10])[cH:11][cH:12]1.[ClH:43].[Cs+:41].[Cs+:42].[F:21][c:22]1[c:23]([NH:29][C:30]([O:31][C:32]([CH3:33])([CH3:34])[CH3:35])=[O:36])[c:24]([F:28])[cH:25][cH:26][cH:27]1>>[c:2]1([N:29]([c:23]2[c:22]([F:21])[cH:27][cH:26][cH:25][c:24]2[F:28])[C:30]([O:31][C:32]([CH3:33])([CH3:34])[CH3:35])=[O:36])[n:3][c:4](-[c:13]2[c:14]([F:20])[cH:15][c:16]([F:19])[cH:17][cH:18]2)[c:5]([C:6](=[O:7])[O:8][CH2:9][CH3:10])[cH:11][cH:12]1. Reactants: CCN(C(C)C)C(C)C, CC(C)OC(=O)Cl, ClCCl, OC1CCNCC1. Product: CC(C)OC(=O)N1CCC(O)CC1. RXN SMILES: [CH:8]([N:9]([CH2:10][CH3:11])[CH:12]([CH3:13])[CH3:14])([CH3:15])[CH3:16].[Cl:17][C:18](=[O:19])[O:20][CH:21]([CH3:22])[CH3:23].[Cl:24][CH2:25][Cl:26].[OH:1][CH:2]1[CH2:3][CH2:4][NH:5][CH2:6][CH2:7]1>>[OH:1][CH:2]1[CH2:3][CH2:4][N:5]([C:18](=[O:19])[O:20][CH:21]([CH3:22])[CH3:23])[CH2:6][CH2:7]1. Starting materials: C(C)(=O)NN (acetohydrazide), crude solution, ClC1=CC=C(C=C1)N1C2=C(NC(C(C1=O)(C)C)=O)C=CC=C2 (1-(4-chlorophenyl)-3,3-dimethyl-1H-benzo[b][1,4]diazepine-2,4(3H,5H)-dione), CC(C)(C)[O-].[K+] (t-BuOK), P(OC)(OC)(=O)Cl (dimethyl phosphorochloridate). The solvent is C1CCOC1 (THF), O (water), C1CCOC1 (THF). Conditions: temperature 0 celsius, time 1 hour. The product is ClC1=CC=C(C=C1)N1C2=C(N3C(C(C1=O)(C)C)=NN=C3C)C=CC=C2 (6-(4-chlorophenyl)-1,4,4-trimethyl-4H-benzo[b][1,2,4]triazolo[4,3-d][1,4]diazepin-5(6H)-one). Yield: 45.2%. RXN SMILES: [Cl:1][C:2]1[CH:7]=[CH:6][C:5]([N:8]2C(=O)[C:13]([CH3:17])([CH3:16])[C:12](=O)[NH:11][C:10]3[CH:19]=[CH:20][CH:21]=[CH:22][C:9]2=3)=[CH:4][CH:3]=1.CC([O-])(C)C.[K+].P(Cl)(=O)([O:32][CH3:33])OC.[C:36]([NH:39][NH2:40])(=O)[CH3:37]>C1COCC1.O>[Cl:1][C:2]1[CH:3]=[CH:4][C:5]([N:8]2[C:33](=[O:32])[C:13]([CH3:16])([CH3:17])[C:12]3=[N:40][N:39]=[C:36]([CH3:37])[N:11]3[C:10]3[CH:19]=[CH:20][CH:21]=[CH:22][C:9]2=3)=[CH:6][CH:7]=1 |f:1.2|. Procedure details: To a solution of 1-(4-chlorophenyl)-3,3-dimethyl-1H-benzo[b][1,4]diazepine-2,4(3H,5H)-dione (100 mg, 0.32 mmol) in THF (10 mL) was added a solution of t-BuOK (35.8 mg, 0.32 mmol) dropwise at −78° C. over 10 min. The solution was slowly warmed up to 0° C. in 30 min and recooled to −78° C. for the addition of dimethyl phosphorochloridate (55 mg, 0.38 mmol). The mixture was warmed up to 0° C. over 30 min and stirred for 1 hour at room temperature. The solution was cooled to −78° C. and a solution o...